This data is from the Open Reaction Database (ORD), a public repository of structured organic reaction records. The task is: describe an organic reaction: reactants, conditions, products, and yield The reactants are COC(CC1(OC2=C(CC1)C(=C(C(=C2C)C)O)C)C)=O (racemic-3,4-dihydro-2,5,7,8-tetramethyl-6-hydroxy-2H-1-benzopyran-2-acetic acid methyl ester), C(C=C)Br (allyl bromide), [H-].[Na+] (sodium hydride). The solvent is CN(C=O)C (N,N-dimethylformamide). The product is COC(CC1(OC2=C(CC1)C(=C(C(=C2C)C)OCC=C)C)C)=O (racemic-3,4-dihydro-2,5,7,8-tetramethyl-6-(2-propenyloxy)-2H-1-benzopyran-2-acetic acid methyl ester). The yield is 83.1%. Reaction SMILES: [CH3:1][O:2][C:3](=[O:20])[CH2:4][C:5]1([CH3:19])[CH2:10][CH2:9][C:8]2[C:11]([CH3:18])=[C:12]([OH:17])[C:13]([CH3:16])=[C:14]([CH3:15])[C:7]=2[O:6]1.[CH2:21](Br)[CH:22]=[CH2:23].[H-].[Na+]>CN(C)C=O>[CH3:1][O:2][C:3](=[O:20])[CH2:4][C:5]1([CH3:19])[CH2:10][CH2:9][C:8]2[C:11]([CH3:18])=[C:12]([O:17][CH2:23][CH:22]=[CH2:21])[C:13]([CH3:16])=[C:14]([CH3:15])[C:7]=2[O:6]1 |f:2.3|. Procedure details: Using the procedure of Example 12, 1.42 g of racemic-3,4-dihydro-2,5,7,8-tetramethyl-6-hydroxy-2H-1-benzopyran-2-acetic acid methyl ester was alkylated with allyl bromide (2.79 g) and sodium hydride (5.58 mmole) in anhydrous N,N-dimethylformamide. There was obtained 1.35 g (83.1%) of racemic-3,4-dihydro-2,5,7,8-tetramethyl-6-(2-propenyloxy)-2H-1-benzopyran-2-acetic acid methyl ester as a yellow oil, after column chromatographic purification (silica gel, 9:1 hexane-ethyl acetate). The reactants are [N+](=O)([O-])C1=CC2=C(N=CS2)C=C1 (6-nitro-benzothiazole), NC(=O)N (aminoketone), thiols, amines, C(Cl)Cl (DCM), S1(=O)(=O)CCCC1 (sulfolane), alkyl 3-chloroacetoacetate, tertiary amine, O1CCOCC1 (dioxane). Run in CC#N (MeCN), C1=CC=CC=C1.C1CCOC1 (PhH THF), C1CCOC1 (THF), ClC1=CC=CC=C1 (chlorobenzene), C1(=CC=CC=C1)C (toluene), C1=CC=CC=C1 (PhH), CN(C)C=O (DMF). Product: NC1=C(C=C(C=C1)[N+](=O)[O-])S (2-amino-5-nitro-thiophenol), S1C/C(/NC2=C1C=CC=C2)=C\C(=O)OCC (ethyl [4H-benzo[1,4]thiazin-(3E)-ylidene]-acetate). As a reaction SMILES: [N+:1]([C:4]1[CH:12]=[CH:11][C:7]2[N:8]=[CH:9][S:10][C:6]=2[CH:5]=1)([O-:3])=[O:2].C(Cl)Cl.S1(C[CH2:21][CH2:20][CH2:19]1)(=O)=O.NC(N)=[O:25].[O:27]1CCO[CH2:29][CH2:28]1>CC#N.C1C=CC=CC=1.C1COCC1.C1COCC1.ClC1C=CC=CC=1.C1(C)C=CC=CC=1.C1C=CC=CC=1.CN(C=O)C>[NH2:8][C:7]1[CH:11]=[CH:12][C:4]([N+:1]([O-:3])=[O:2])=[CH:5][C:6]=1[SH:10].[S:10]1[C:6]2[CH:5]=[CH:4][CH:12]=[CH:11][C:7]=2[NH:8]/[C:21](=[CH:20]/[C:19]([O:27][CH2:28][CH3:29])=[O:25])/[CH2:9]1 |f:6.7|. Reported procedure: (7-Nitro-1,1-dioxo-1,4-dihydro-1λ6-benzo[1,4]thiazin-3-yl)-acetic acid ethyl ester (12b) was prepared by alkylation and cyclization of 2-amino-5-nitro-thiophenol (11) and ethyl 3-chloroacetoacetate (17) to afford ethyl [4H-benzo[1,4]thiazin-(3E)-ylidene]-acetate (12a). The thiophenol 11 was prepared by unraveling 6-nitro-benzothiazole (10; CAS Reg. No. 2942-06-5). The alkylation of thiols and amines is optionally carried out in a solvent or mixture of solvents such as DCM, DMF, PhH, toluene, chl... Starting materials: C1(CCCCC1)C(O)C=1C(=NN(C1)C1=CC=CC=C1)CCC1=CC=CC=C1 (cyclohexyl[1-phenyl-3-(2-phenylethyl)-1H-pyrazol-4-yl]methanol), NC1=CC=C(C=C1)C(=O)N(CCC(=O)OCC)C (ethyl 3-{[(4-aminophenyl)carbonyl](methyl)amino}propanoate). Product: C1(CCCCC1)C(C=1C(=NN(C1)C1=CC=CC=C1)CCC1=CC=CC=C1)NC1=CC=C(C=C1)C(=O)N(CCC(=O)O)C (3-[{[4-({cyclohexyl[1-phenyl-3-(2-phenylethyl)-1H-pyrazol-4-yl]methyl}amino)phenyl]carbonyl}(methyl)amino]propanoic acid). The yield is 47.2%. As a reaction SMILES: [CH:1]1([CH:7]([C:9]2[C:10]([CH2:20][CH2:21][C:22]3[CH:27]=[CH:26][CH:25]=[CH:24][CH:23]=3)=[N:11][N:12]([C:14]3[CH:19]=[CH:18][CH:17]=[CH:16][CH:15]=3)[CH:13]=2)O)[CH2:6][CH2:5][CH2:4][CH2:3][CH2:2]1.[NH2:28][C:29]1[CH:34]=[CH:33][C:32]([C:35]([N:37]([CH3:45])[CH2:38][CH2:39][C:40]([O:42]CC)=[O:41])=[O:36])=[CH:31][CH:30]=1>>[CH:1]1([CH:7]([NH:28][C:29]2[CH:30]=[CH:31][C:32]([C:35]([N:37]([CH3:45])[CH2:38][CH2:39][C:40]([OH:42])=[O:41])=[O:36])=[CH:33][CH:34]=2)[C:9]2[C:10]([CH2:20][CH2:21][C:22]3[CH:27]=[CH:26][CH:25]=[CH:24][CH:23]=3)=[N:11][N:12]([C:14]3[CH:19]=[CH:18][CH:17]=[CH:16][CH:15]=3)[CH:13]=2)[CH2:6][CH2:5][CH2:4][CH2:3][CH2:2]1. Reported procedure: Using cyclohexyl[1-phenyl-3-(2-phenylethyl)-1H-pyrazol-4-yl]methanol (0.50 g) synthesized in Example 15(3) and ethyl 3-{[(4-aminophenyl)carbonyl](methyl)amino}propanoate (0.35 g) synthesized in Example 2(2) and in the same manner as in Example 1(7), the title object compound (0.37 g, 47%) was obtained as a white solid. The reactants are CCCCCCC.CCOC(=O)C (n-heptane EtOAc), FC1=CC(=C(C=C1F)C1=C(C=NC=C1)N(C(C1=CC(=NC(=C1)C(F)(F)F)C(F)(F)F)=O)CCS(=O)(=O)C)OC (N-[4-(4,5-Difluoro-2-methoxy-phenyl)-pyridin-3-yl]-N-(2-methanesulfonyl-ethyl)-2,6-bis-trifluoromethyl-isonicotinamide), FC1=CC(=C(C=C1F)C1=C(C=NC=C1)N(C(C1=CC(=NC(=C1)C(F)(F)F)C(F)(F)F)=O)CCS(=O)(=O)C)OC (N-[4-(4,5-Difluoro-2-methoxy-phenyl)-pyridin-3-yl]-N-(2-methanesulfonyl-ethyl)-2,6-bis-trifluoromethyl-isonicotinamide), COC1=NC=CC=C1B(O)O (2-methoxypyridine-3-boronic acid). Product: COC(CNC=1C=NC=CC1C=1C(=NC=CC1)OC)=O ((2-Methoxy-[3,4′]bipyridinyl-3′-ylamino)-acetic acid methyl ester). As a reaction SMILES: FC1C(F)=CC([C:9]2[CH:14]=[CH:13][N:12]=[CH:11][C:10]=2[N:15](CCS(C)(=O)=O)C(=O)C2C=C(C(F)(F)F)N=C(C(F)(F)F)C=2)=C(OC)C=1.[CH3:40][O:41][C:42]1[C:47](B(O)O)=[CH:46][CH:45]=[CH:44][N:43]=1.CCCCCCC.C[CH2:59][O:60][C:61]([CH3:63])=[O:62]>>[CH3:59][O:60][C:61](=[O:62])[CH2:63][NH:15][C:10]1[CH:11]=[N:12][CH:13]=[CH:14][C:9]=1[C:47]1[C:42]([O:41][CH3:40])=[N:43][CH:44]=[CH:45][CH:46]=1 |f:2.3|. Reported procedure: The title compound was prepared in analogy to example 72, from (4-iodo-pyridin-3-ylamino)-acetic acid methyl ester (example 176, intermediate b) and 2-methoxypyridine-3-boronic acid (CAS RN 163105-90-6) and using a gradient of n-heptane:EtOAc (100:0 to 0:100) for the chromatographic purification. Light yellow oil (73%). MS (ESI): m/z=274.119 [M+H]+. The reactants are ClC=1C=C(C=CC1C(=O)C1=C(C=CC=C1)C)NC1=C(CP(OCC)(OCC)=O)C=CC=C1 (Diethyl 2-({3-chloro-4-[(2-methylphenyl)carbonyl]phenyl}amino)benzylphosphonate), C[Si](C)(C)Br (Trimethylsilyl bromide). The solvent is C(Cl)Cl (DCM). Conditions: time 20 hour. Product: ClC=1C=C(C=CC1C(=O)C1=C(C=CC=C1)C)NC1=C(CP(O)(O)=O)C=CC=C1 (2-({3-Chloro-4-[(2-methylphenyl)carbonyl]phenyl}amino)benzylphosphonic acid). RXN SMILES: [Cl:1][C:2]1[CH:3]=[C:4]([NH:17][C:18]2[CH:32]=[CH:31][CH:30]=[CH:29][C:19]=2[CH2:20][P:21](=[O:28])([O:25]CC)[O:22]CC)[CH:5]=[CH:6][C:7]=1[C:8]([C:10]1[CH:15]=[CH:14][CH:13]=[CH:12][C:11]=1[CH3:16])=[O:9].C[Si](Br)(C)C>C(Cl)Cl>[Cl:1][C:2]1[CH:3]=[C:4]([NH:17][C:18]2[CH:32]=[CH:31][CH:30]=[CH:29][C:19]=2[CH2:20][P:21](=[O:22])([OH:28])[OH:25])[CH:5]=[CH:6][C:7]=1[C:8]([C:10]1[CH:15]=[CH:14][CH:13]=[CH:12][C:11]=1[CH3:16])=[O:9]. Reported procedure: Compound 153 (0.27 g, 0.56 mmol) was dissolved in dry DCM (5 mL) under an argon atmosphere. Trimethylsilyl bromide (0.37 mL, 2.8 mmol) was added and the solution was stirred at room temperature for 20 h. The solution was concentrated in vacuo and then co-concentrated with MeOH three times. The crude product was dissolved in MeOH and treated with activated charcoal, filtered and concentrated in vacuo to afford the title compound as an orange oil.